From a dataset of the Open Reaction Database (ORD), a public repository of structured organic reaction records. describe an organic reaction: reactants, conditions, products, and yield The reactants are OC1=C(C=C(C=C1)CC(=O)OC)CC=CCO (Methyl (4-hydroxy-3-(4-hydroxy-2-butenyl)phenyl)acetate), Ca(OH)2, ClC1=CC(=CC=C1)C(=O)OO (m-Chloroperbenzoic acid), ClC1=CC(=CC=C1)C(=O)OO (m-CPBA). The solvent is C(Cl)Cl (CH2Cl2). Reaction conditions: time 1 hour. Yields the product OC(CO)C1CC2=C(O1)C=CC(=C2)CC(=O)OC (Methyl (2-(1,2-dihydroxyethyl)-2,3-dihydrobenzo[b]furan-5-yl)acetate). RXN SMILES: [OH:1][C:2]1[CH:7]=[CH:6][C:5]([CH2:8][C:9]([O:11][CH3:12])=[O:10])=[CH:4][C:3]=1[CH2:13][CH:14]=[CH:15][CH2:16][OH:17].ClC1C=CC=C(C(OO)=[O:26])C=1>C(Cl)Cl>[OH:26][CH:15]([CH:14]1[O:1][C:2]2[CH:7]=[CH:6][C:5]([CH2:8][C:9]([O:11][CH3:12])=[O:10])=[CH:4][C:3]=2[CH2:13]1)[CH2:16][OH:17]. Procedure: The compound of Example 6, (700 mg, 3.0 mmoles) was taken up in about 15 ml CH2Cl2 and cooled to 0° under N2. m-Chloroperbenzoic acid (m-CPBA) was added (660 mg) to the solution and the reaction mixture was stirred 1 hour at 0°. Additional m-CPBA (70 mg) was added and the reaction mixture was stirred for 21 hours at room temperature. Ca(OH)2 (650 mg) was added and the reaction mixture was stirred for 10 minutes then filtered through Celite and concentrated. The residue was taken up in ethyl acet... The reactants are C1(CC1)C1=CC=CC=C1 (cyclopropylbenzene), [N+](=O)(O)[O-] (nitric acid), [OH-].[Na+] (sodium hydroxide), [N+](=O)([O-])C1C(C1)C1=CC=CC=C1 (2-nitrocyclo-propylbenzene), [N+](=O)([O-])C1=CC=C(C=C1)C1CC1 (4-nitrocyclopropylbenzene). Reagents/catalysts: O=[Pt]=O (PtO2). The solvent is C(C)O (ethanol), C(C)(=O)OC(C)=O (acetic anhydride). Run at time 1 hour. Product: C1(CC1)C1=C(N)C=CC=C1 (2-Cyclopropylaniline). Reaction SMILES: [CH:1]1([C:4]2[CH:9]=[CH:8][CH:7]=[CH:6][CH:5]=2)[CH2:3][CH2:2]1.[N+:10]([O-])(O)=O.[OH-].[Na+].[N+](C1CC1C1C=CC=CC=1)([O-])=O.[N+](C1C=CC(C2CC2)=CC=1)([O-])=O>C(OC(=O)C)(=O)C.C(O)C.O=[Pt]=O>[CH:1]1([C:4]2[CH:9]=[CH:8][CH:7]=[CH:6][C:5]=2[NH2:10])[CH2:3][CH2:2]1 |f:2.3|. Reported procedure: A solution of 5 g (42 mmol) of cyclopropylbenzene in 20 ml of acetic anhydride is cooled to 15° C. While keeping the temperature below 20° C., 3.7 ml of 68% nitric acid are added slowly. The reaction mixture is stirred for one hour at that temperature, hydrolysed, rendered alkaline with 2N sodium hydroxide solution and extracted twice with 100 ml of ether. The organic phase is then dried and concentrated to yield a mixture of 2-nitrocyclo-propylbenzene and 4-nitrocyclopropylbenzene. The mixture ... Starting materials: C(C)(=O)O[BH-](OC(C)=O)OC(C)=O.[Na+] (Sodium triacetoxyborohydride), COC=1C=C(C=CC1)CN ((3-Methoxyphenyl) methanamine), COC(C(C)=O)OC (1,1-dimethoxypropan-2-one), S(=O)(=O)([O-])[O-].[Na+].[Na+] (sodium sulfate). Solvent: C(C)(=O)O (acetic acid). Reaction conditions: time 1.5 hour. The product is COC(C(C)NCC1=CC(=CC=C1)OC)OC (1,1-Dimethoxy-N-(3-methoxybenzyl)propan-2-amine). The yield is 68.7%. Reaction SMILES: [CH3:1][O:2][C:3]1[CH:4]=[C:5]([CH2:9][NH2:10])[CH:6]=[CH:7][CH:8]=1.[CH3:11][O:12][CH:13]([O:17][CH3:18])[C:14](=O)[CH3:15].S([O-])([O-])(=O)=O.[Na+].[Na+].C(O[BH-](OC(=O)C)OC(=O)C)(=O)C.[Na+]>C(O)(=O)C>[CH3:11][O:12][CH:13]([O:17][CH3:18])[CH:14]([NH:10][CH2:9][C:5]1[CH:6]=[CH:7][CH:8]=[C:3]([O:2][CH3:1])[CH:4]=1)[CH3:15] |f:2.3.4,5.6|. Procedure: (3-Methoxyphenyl) methanamine (100 g, 730 mmol, 1 equiv.) and 1,1-dimethoxypropan-2-one (172.2 g, 1.46 mol, 2 equiv.) were dissolved in acetic acid (1.8 L). Anhydrous sodium sulfate (207 g, 1.46 mol, 2 equiv.) was added. The mixture was stirred for 1.5 hour at room temperature. Sodium triacetoxyborohydride (463 g, 2.19 mmol, 3 equiv.) was added in portions over 40 minutes. The mixture was stirred for an additional 2 hours. Most of the acetic acid was removed under reduced pressure. The resulting... Starting materials: COC1=CC=C2C(=NNC(C2=C1)=O)C1=CC=C(C=C1)C (7-methoxy-4-(4-methylphenyl)-2H-phthalazin-1-one), P(=O)(Cl)(Cl)Cl (phosphoryl chloride). The product is ClC1=NN=C(C2=CC=C(C=C12)OC)C1=CC=C(C=C1)C (1-Chloro-7-methoxy-4-(4-methylphenyl)phthalazine). As a reaction SMILES: [CH3:1][O:2][C:3]1[CH:12]=[C:11]2[C:6]([C:7]([C:14]3[CH:19]=[CH:18][C:17]([CH3:20])=[CH:16][CH:15]=3)=[N:8][NH:9][C:10]2=O)=[CH:5][CH:4]=1.P(Cl)(Cl)([Cl:23])=O>>[Cl:23][C:10]1[C:11]2[C:6](=[CH:5][CH:4]=[C:3]([O:2][CH3:1])[CH:12]=2)[C:7]([C:14]2[CH:19]=[CH:18][C:17]([CH3:20])=[CH:16][CH:15]=2)=[N:8][N:9]=1. Procedure details: This compound is obtained according to the procedure described in 1.3. by reacting 7-methoxy-4-(4-methylphenyl)-2H-phthalazin-1-one with phosphoryl chloride. Reactants: ice water, solution 53.5, C1(=CC=C(C=C1)S(=O)(=O)Cl)C (p-toluenesulfonyl chloride), C1(CCCCCC1)O (cycloheptanol). Run in N1=CC=CC=C1 (pyridine). Reaction conditions: temperature 0 celsius, time 1 hour. Product: C1(=CC=C(C=C1)S(=O)(=O)OC1CCCCCC1)C (cycloheptyl para-toluenesulfonate). As a reaction SMILES: [CH:1]1([OH:8])[CH2:7][CH2:6][CH2:5][CH2:4][CH2:3][CH2:2]1.[C:9]1([CH3:19])[CH:14]=[CH:13][C:12]([S:15](Cl)(=[O:17])=[O:16])=[CH:11][CH:10]=1>N1C=CC=CC=1>[C:9]1([CH3:19])[CH:14]=[CH:13][C:12]([S:15]([O:8][CH:1]2[CH2:7][CH2:6][CH2:5][CH2:4][CH2:3][CH2:2]2)(=[O:17])=[O:16])=[CH:11][CH:10]=1. Reported procedure: Into a one liter, four-necked, round bottom flask equipped with stirrer, condenser, and thermometer, 200.0 parts of pyridine and 28.5 parts of cycloheptanol were mixed under a nitrogen blanket and chilled to 0° C. with an ice water bath. To this solution 53.5 parts of p-toluenesulfonyl chloride were added in portions over thirty minutes. The solution was stirred for one hour at 0° C. and then allowed stand for twenty-four hours at 15° C. The mixture was poured into one liter of ice water and sub... The reactants are Br.[Br-].CN(CCC[P+](C1=CC=CC=C1)(C1=CC=CC=C1)C1=CC=CC=C1)C ((3-dimethylaminopropyl)triphenylphosphonium bromide hydrobromide), CCCCCC.C(CCC)[Li] (n-butyl lithium hexane), O=C1C2=C(OCC3=C1C=CC=C3)C=CC(=C2)C(=O)OC (methyl 11-oxo-6,11-dihydrodibenz[b,e]oxepin-2-carboxylate). Solvent: O1CCCC1 (tetrahydrofuran), O1CCCC1 (tetrahydrofuran). The product is CN(CCC=C1C2=C(OCC3=C1C=CC=C3)C=CC(=C2)C(=O)OC)C (Methyl 11-(3-dimethylaminopropylidene)-6,11-dihydrodibenz[b,e]oxepin-2-carboxylate). RXN SMILES: Br.[Br-].[CH3:3][N:4]([CH3:27])[CH2:5][CH2:6][CH2:7][P+](C1C=CC=CC=1)(C1C=CC=CC=1)C1C=CC=CC=1.CCCCCC.C([Li])CCC.O=[C:40]1[C:46]2[CH:47]=[CH:48][CH:49]=[CH:50][C:45]=2[CH2:44][O:43][C:42]2[CH:51]=[CH:52][C:53]([C:55]([O:57][CH3:58])=[O:56])=[CH:54][C:41]1=2>O1CCCC1>[CH3:3][N:4]([CH3:27])[CH2:5][CH2:6][CH:7]=[C:40]1[C:46]2[CH:47]=[CH:48][CH:49]=[CH:50][C:45]=2[CH2:44][O:43][C:42]2[CH:51]=[CH:52][C:53]([C:55]([O:57][CH3:58])=[O:56])=[CH:54][C:41]1=2 |f:0.1.2,3.4|. Procedure: In this Example, 45 g of (3-dimethylaminopropyl)triphenylphosphonium bromide hydrobromide is suspended in 200 ml of tetrahydrofuran under a nitrogen atmosphere and 82 ml of 1.6N-n-butyl lithium hexane solution is added thereto under ice-cooling. The mixture is stirred under ice-cooling for one hour. To the mixture is dropwise added under ice-cooling a solution obtained by dissolving 10 g of methyl 11-oxo-6,11-dihydrodibenz[b,e]oxepin-2-carboxylate in 200 ml of tetrahydrofuran. After stirring the...